Task: describe an organic reaction: reactants, conditions, products, and yield. Dataset: the Open Reaction Database (ORD), a public repository of structured organic reaction records Reactants: CCOC(C)=O, CS(C)=O, Cc1ncccc1CCl, N#C[Na], O. Product: Cc1ncccc1CC#N. RXN SMILES: [CH3:14][CH2:15][O:16][C:17](=[O:18])[CH3:19].[CH3:20][S:21](=[O:22])[CH3:23].[Cl:1][CH2:2][c:3]1[c:4]([CH3:9])[n:5][cH:6][cH:7][cH:8]1.[Na:10][C:11]#[N:12].[OH2:13]>>[CH2:2]([c:3]1[c:4]([CH3:9])[n:5][cH:6][cH:7][cH:8]1)[C:11]#[N:12]. As a reaction SMILES: [CH2:1]([c:2]1[cH:3][cH:4][cH:5][cH:6][cH:7]1)[O:8][c:9]1[cH:10][cH:11][c:12](-[c:15]2[nH:16][c:17]3[n:18]([c:19](=[O:27])[c:20]2[CH:21]2[CH2:22][CH2:23][CH2:24][CH2:25][CH2:26]2)[n:28][c:29]([C:31](=[O:32])[OH:33])[cH:30]3)[cH:13][cH:14]1.[CH3:34][N:35]1[CH2:36][CH2:37][O:38][CH2:39][CH2:40]1.[CH3:47][N:48]([CH3:49])[CH:50]=[O:51].[NH2:41][c:42]1[n:43][n:44][n:45][nH:46]1>>[CH2:1]([c:2]1[cH:3][cH:4][cH:5][cH:6][cH:7]1)[O:8][c:9]1[cH:10][cH:11][c:12](-[c:15]2[nH:16][c:17]3[n:18]([c:19](=[O:27])[c:20]2[CH:21]2[CH2:22][CH2:23][CH2:24][CH2:25][CH2:26]2)[n:28][c:29]([C:31](=[O:33])[NH:41][c:42]2[nH:43][n:44][n:45][n:46]2)[cH:30]3)[cH:13][cH:14]1. Starting materials: O=C(O)c1cc2[nH]c(-c3ccc(OCc4ccccc4)cc3)c(C3CCCCC3)c(=O)n2n1, CN1CCOCC1, CN(C)C=O, Nc1nnn[nH]1. Product: O=C(Nc1nnn[nH]1)c1cc2[nH]c(-c3ccc(OCc4ccccc4)cc3)c(C3CCCCC3)c(=O)n2n1. Product: FC1=C(OC2=C3C(=NC=C2)C=C(S3)C=3N(C(=CN3)CN(C(OC(C)(C)C)=O)CCOC)C)C=CC(=C1)NC(=S)NC(CC1=CC=CC=C1)=O (tert-Butyl (2-(7-(2-fluoro-4-(3-(2-phenylacetyl)thioureido)phenoxy)thieno[3,2-b]pyridin-2-yl)-1-methyl-1H-imidazol-5-yl)methyl(2-methoxyethyl)carbamate). Reported procedure: To a solution of 46 (375 mg, 0.711 mmol) in a mixture of EtOH (5 mL) and toluene (5 mL) at RT was added phenylacetyl isothiocyanate (189 mg, 1.066 mmol) and the reaction mixture was stirred at RT for 3 hours. The mixture was concentrated to dryness then purified by column chromatography (eluent a gradient of 80% EtOAc in hexane to EtOAc), to afford 47 (400 mg, 80%) as a red solid. MS (m/z): 705.2 (M+H). Isolated yield 79.8%. RXN SMILES: [NH2:1][C:2]1[CH:36]=[CH:35][C:5]([O:6][C:7]2[CH:12]=[CH:11][N:10]=[C:9]3[CH:13]=[C:14]([C:16]4[N:17]([CH3:34])[C:18]([CH2:21][N:22]([CH2:30][CH2:31][O:32][CH3:33])[C:23](=[O:29])[O:24][C:25]([CH3:28])([CH3:27])[CH3:26])=[CH:19][N:20]=4)[S:15][C:8]=23)=[C:4]([F:37])[CH:3]=1.[C:38]1([CH2:44][C:45]([N:47]=[C:48]=[S:49])=[O:46])[CH:43]=[CH:42][CH:41]=[CH:40][CH:39]=1>CCO.C1(C)C=CC=CC=1>[F:37][C:4]1[CH:3]=[C:2]([NH:1][C:48]([NH:47][C:45](=[O:46])[CH2:44][C:38]2[CH:39]=[CH:40][CH:41]=[CH:42][CH:43]=2)=[S:49])[CH:36]=[CH:35][C:5]=1[O:6][C:7]1[CH:12]=[CH:11][N:10]=[C:9]2[CH:13]=[C:14]([C:16]3[N:17]([CH3:34])[C:18]([CH2:21][N:22]([CH2:30][CH2:31][O:32][CH3:33])[C:23](=[O:29])[O:24][C:25]([CH3:28])([CH3:27])[CH3:26])=[CH:19][N:20]=3)[S:15][C:8]=12. Conditions: time 3 hour. Run in CCO (EtOH), C1(=CC=CC=C1)C (toluene). Starting materials: NC1=CC(=C(OC2=C3C(=NC=C2)C=C(S3)C=3N(C(=CN3)CN(C(OC(C)(C)C)=O)CCOC)C)C=C1)F (tert-Butyl (2-(7-(4-amino-2-fluorophenoxy)thieno[3,2-b]pyridin-2-yl)-1-methyl-1H-imidazol-5-yl)methyl(2-methoxyethyl)carbamate), C1(=CC=CC=C1)CC(=O)N=C=S (phenylacetyl isothiocyanate). RXN SMILES: [NH2:1][c:2]1[cH:3][cH:4][cH:5][c:6]2[cH:7][c:8]([C:14](=[O:15])[O:16][CH2:17][CH3:18])[n:9]([CH2:11][O:12][CH3:13])[c:10]12.[cH:28]1[cH:29][cH:30][n:31][cH:32][cH:33]1.[s:19]1[c:20]([S:24](=[O:25])(=[O:26])[Cl:27])[cH:21][cH:22][cH:23]1>>[NH:1]([c:2]1[cH:3][cH:4][cH:5][c:6]2[cH:7][c:8]([C:14](=[O:15])[O:16][CH2:17][CH3:18])[n:9]([CH2:11][O:12][CH3:13])[c:10]12)[S:24]([c:20]1[s:19][cH:23][cH:22][cH:21]1)(=[O:25])=[O:26]. Reactants: CCOC(=O)c1cc2cccc(N)c2n1COC, c1ccncc1, O=S(=O)(Cl)c1cccs1. Product: CCOC(=O)c1cc2cccc(NS(=O)(=O)c3cccs3)c2n1COC. Reactants: Cn1c(=O)cc(Nc2ccc(Br)cc2F)c2c(=O)n(CC(O)CO)cnc21, O=C1CCC(=O)N1Cl, ClCCl. Product: Cn1c(=O)c(Cl)c(Nc2ccc(Br)cc2F)c2c(=O)n(CC(O)CO)cnc21. As a reaction SMILES: [Br:1][c:2]1[cH:3][c:4]([F:27])[c:5]([NH:8][c:9]2[cH:10][c:11](=[O:26])[n:12]([CH3:25])[c:13]3[n:14][cH:15][n:16]([CH2:20][CH:21]([CH2:22][OH:23])[OH:24])[c:17](=[O:19])[c:18]23)[cH:6][cH:7]1.[Cl:28][N:29]1[C:30](=[O:31])[CH2:32][CH2:33][C:34]1=[O:35].[Cl:36][CH2:37][Cl:38]>>[Br:1][c:2]1[cH:3][c:4]([F:27])[c:5]([NH:8][c:9]2[c:10]([Cl:28])[c:11](=[O:26])[n:12]([CH3:25])[c:13]3[n:14][cH:15][n:16]([CH2:20][CH:21]([CH2:22][OH:23])[OH:24])[c:17](=[O:19])[c:18]23)[cH:6][cH:7]1. RXN SMILES: [CH2:11]1[CH2:12][NH:13][CH2:14][CH2:15][NH:16]1.[CH3:18][S:19]([CH3:20])=[O:21].[F:1][c:2]1[c:3]([CH3:10])[cH:4][c:5]([C:6]#[N:7])[cH:8][cH:9]1.[OH2:17]>>[c:2]1([N:13]2[CH2:12][CH2:11][NH:16][CH2:15][CH2:14]2)[c:3]([CH3:10])[cH:4][c:5]([C:6]#[N:7])[cH:8][cH:9]1. Reactants: C1CNCCN1, CS(C)=O, Cc1cc(C#N)ccc1F, O. The product is Cc1cc(C#N)ccc1N1CCNCC1. The product is peptide, C=1C=CC=2C(C1)=CC(=C(C2CC3=C4C=CC=CC4=CC(=C3O)C(=O)O)O)C(=O)O (pamoic acid). Procedure details: Alternative organic ions in addition to pamoate were investigated to explore the general utility of the present invention. Microparticle formulations were prepared by an oil-in-water emulsion/solvent extraction method. PLGA polymer (MW 24,000, 160 mg) was dissolved in EtOAc (1000 μL). Octreotide acetate (40 mg) was dissolved in BnOH (1000 μL) and added to the polymer solution yielding a homogenous organic phase. The resulting organic phase was combined with a 1% PVA aqueous phase containing 10-2... Starting materials: C1=CC=C2C(=C1)C=C(C(=C2CC3=C(C(=CC4=CC=CC=C43)C(=O)O)[O-])[O-])C(=O)O.[Na+].[Na+] (sodium pamoate), C[C@H](CCC(=O)O)[C@H]1CC[C@@H]2[C@@]1([C@H](C[C@H]3[C@H]2[C@@H](C[C@H]4[C@@]3(CC[C@H](C4)O)C)O)O)C (cholic acid). As a reaction SMILES: [CH:1]1[CH:6]=[C:5]2[CH:7]=[C:8]([C:27]([OH:29])=[O:28])[C:9]([O-:26])=[C:10]([CH2:11][C:12]3[C:21]4[C:16](=[CH:17][CH:18]=[CH:19][CH:20]=4)[CH:15]=[C:14]([C:22]([OH:24])=[O:23])[C:13]=3[O-:25])[C:4]2=[CH:3][CH:2]=1.[Na+].[Na+].C[C@@H]([C@@H]1[C@@]2(C)[C@@H](O)C[C@@H]3[C@@]4(C)CC[C@@H](O)C[C@H]4C[C@@H](O)[C@H]3[C@@H]2CC1)CCC(O)=O>>[CH:1]1[CH:2]=[CH:3][C:4]2[C:5](=[CH:7][C:8]([C:27]([OH:29])=[O:28])=[C:9]([OH:26])[C:10]=2[CH2:11][C:12]2[C:13]([OH:25])=[C:14]([C:22]([OH:24])=[O:23])[CH:15]=[C:16]3[C:21]=2[CH:20]=[CH:19][CH:18]=[CH:17]3)[CH:6]=1 |f:0.1.2|. Reactants: C(C)O[C@@H]1[C@@H](CNC1)NC1=NC(=C(N=C1CC)C=1C(=NC(=CC1)OC)C)CC (N-[(3R,4S)-4-ethoxypyrrolidin-3-yl]-3,6-diethyl-5-(6-methoxy-2-methylpyridin-3-yl)pyrazin-2-amine), BrC1=NC=CC=N1 (2-bromo-pyrimidine), [Cl-].C(C)(C)C1=C(C(=CC=C1)C(C)C)[N+]1=CN(C=C1)C1=C(C=CC=C1C(C)C)C(C)C (1,3 Bis(2,6-di-i-propylphenyl)imidazolium chloride), CC(C)([O-])C.[K+] (potassium t-butoxide), C([O-])(O)=O.[Na+] (sodium bicarbonate). Reagents/catalysts: C=1C=CC(=CC1)/C=C/C(=O)/C=C/C2=CC=CC=C2.C=1C=CC(=CC1)/C=C/C(=O)/C=C/C2=CC=CC=C2.C=1C=CC(=CC1)/C=C/C(=O)/C=C/C2=CC=CC=C2.[Pd].[Pd] (Tris(dibenzylideneacetone)dipalladium). Solvent: O1CCOCC1 (dioxane). Run at temperature 100 celsius. Product: C(C)O[C@@H]1[C@@H](CN(C1)C1=NC=CC=N1)NC1=NC(=C(N=C1CC)C=1C(=NC(=CC1)OC)C)CC (N-[(3R,4S)-4-ethoxy-1-pyrimidin-2-ylpyrrolidin-3-yl]-3,6-diethyl-5-(6-methoxy-2-methylpyridin-3-yl)pyrazin-2-amine). Isolated yield 52.0%. RXN SMILES: [CH2:1]([O:3][C@H:4]1[CH2:8][NH:7][CH2:6][C@H:5]1[NH:9][C:10]1[C:15]([CH2:16][CH3:17])=[N:14][C:13]([C:18]2[C:19]([CH3:26])=[N:20][C:21]([O:24][CH3:25])=[CH:22][CH:23]=2)=[C:12]([CH2:27][CH3:28])[N:11]=1)[CH3:2].Br[C:30]1[N:35]=[CH:34][CH:33]=[CH:32][N:31]=1.[Cl-].C(C1C=CC=C(C(C)C)C=1[N+]1C=CN(C2C(C(C)C)=CC=CC=2C(C)C)C=1)(C)C.CC(C)([O-])C.[K+].C(=O)(O)[O-].[Na+]>O1CCOCC1.C1C=CC(/C=C/C(/C=C/C2C=CC=CC=2)=O)=CC=1.C1C=CC(/C=C/C(/C=C/C2C=CC=CC=2)=O)=CC=1.C1C=CC(/C=C/C(/C=C/C2C=CC=CC=2)=O)=CC=1.[Pd].[Pd]>[CH2:1]([O:3][C@H:4]1[CH2:8][N:7]([C:30]2[N:35]=[CH:34][CH:33]=[CH:32][N:31]=2)[CH2:6][C@H:5]1[NH:9][C:10]1[C:15]([CH2:16][CH3:17])=[N:14][C:13]([C:18]2[C:19]([CH3:26])=[N:20][C:21]([O:24][CH3:25])=[CH:22][CH:23]=2)=[C:12]([CH2:27][CH3:28])[N:11]=1)[CH3:2] |f:2.3,4.5,6.7,9.10.11.12.13|. Procedure: To a solution of N-[(3R,4S)-4-ethoxypyrrolidin-3-yl]-3,6-diethyl-5-(6-methoxy-2-methylpyridin-3-yl)pyrazin-2-amine (112 mg) in dioxane (1.45 ml) was added 2-bromo-pyrimidine (69 mg, 1.5 eq.), 1,3 Bis(2,6-di-i-propylphenyl)imidazolium chloride (20 mg, 0.16 eq.), Tris(dibenzylideneacetone)dipalladium (21 mg, 0.8 eq.) and potassium t-butoxide (49 mg, 1.5 eq.). The reaction mixture was heated at 100° C. for 16 h, poured into saturated sodium bicarbonate (50 ml), extracted 2×50 ml of CH2Cl2, dried Mg... The reactants are C(#N)C1=CC=C(C=C1)CCCCC(=O)O (5-(p-cyanophenyl)pentanoic acid), CC(N)CC(=O)O (3-methyl-beta-alanine), C1(=CC=CC=C1)C(N)CC(=O)O (3-phenyl-beta-alanine). Yields the product NN=CC1=CC=C(C=C1)C#CCCC(=O)NC(CC(=O)O)C (3-[[5-[4-(aminoiminomethyl)phenyl]-1-oxo-4-pentynyl]amino]butanoic acid). Reaction SMILES: [C:1]([C:3]1[CH:8]=[CH:7][C:6]([CH2:9][CH2:10][CH2:11][CH2:12][C:13]([OH:15])=O)=[CH:5][CH:4]=1)#[N:2].[CH3:16][CH:17]([CH2:19][C:20]([OH:22])=[O:21])[NH2:18].C1(C(CC(O)=O)[NH2:30])C=CC=CC=1>>[NH2:30][N:2]=[CH:1][C:3]1[CH:4]=[CH:5][C:6]([C:9]#[C:10][CH2:11][CH2:12][C:13]([NH:18][CH:17]([CH3:16])[CH2:19][C:20]([OH:22])=[O:21])=[O:15])=[CH:7][CH:8]=1. Procedure details: The title compound was prepared in the manner of Example 1 with the following modifications: Substituting 5-(p-cyanophenyl)-4-pentynoic acid for 5-(p-cyanophenyl)pentanoic acid and 3-methyl-beta-alanine for 3-phenyl-beta-alanine in procedure C of Example 1. The product was verified by C NMR (CD3OD) delta 15.5, 20.3, 34.5, 40.8, 42.0, 80.3, 92.2, 126.1, 127.8 131.2, 133.5, 166.7, 169.7, 172.5.